Dataset: the Open Reaction Database (ORD), a public repository of structured organic reaction records. Task: describe an organic reaction: reactants, conditions, products, and yield The reactants are CS(=O)(=O)O (methanesulfonic acid), N (ammonia), CC(=O)OCC1=C(N2[C@@H]([C@@H](C2=O)N)SC1)C(=O)O (7β-aminocephalosporanic acid), C(C1=CC=CC=C1)=NN1N=NN=C1S (1-benzylideneamino-5-mercapto-1H-tetrazole). Run in C(C)#N (acetonitrile), O (water). Run at time 30 minute. Product: N[C@H]1[C@@H]2N(C(=C(CS2)CSC2=NN=NN2N=CC2=CC=CC=C2)C(=O)O)C1=O (7β-amino-3-[(1-benzylideneamino-1H-tetrazol-5-yl)thiomethyl]-3-cephem-4-carboxylic acid). Isolated yield 69.1%. Reaction SMILES: CC(O[CH2:5][C:6]1[CH2:15][S:14][C@@H:9]2[C@H:10]([NH2:13])[C:11](=[O:12])[N:8]2[C:7]=1[C:16]([OH:18])=[O:17])=O.[CH:19](=[N:26][N:27]1[C:31]([SH:32])=[N:30][N:29]=[N:28]1)[C:20]1[CH:25]=[CH:24][CH:23]=[CH:22][CH:21]=1.CS(O)(=O)=O.N>C(#N)C.O>[NH2:13][C@@H:10]1[C:11](=[O:12])[N:8]2[C:7]([C:16]([OH:18])=[O:17])=[C:6]([CH2:5][S:32][C:31]3[N:27]([N:26]=[CH:19][C:20]4[CH:21]=[CH:22][CH:23]=[CH:24][CH:25]=4)[N:28]=[N:29][N:30]=3)[CH2:15][S:14][C@H:9]12. Procedure details: 10.9 g of 7β-aminocephalosporanic acid and 8.2 g of 1-benzylideneamino-5-mercapto-1H-tetrazole were dissolved in 60 ml of acetonitrile, and 19.2 g of methanesulfonic acid were added gradually thereto at a temperature below 30° C. The mixture was stirred at room temperature for 30 minutes and then at 44° C. for 4 hours. After ice-cooling, 400 ml of water were added to the reaction mixture, and said mixture was adjusted to 5.2 with 28% ammonia. The resultant precipitates were collected by filtrati... The reactants are C1(CC1)C1=CC2=C(NC(N(C2=O)CCN2CCOCC2)=O)S1 (6-cyclopropyl-3-(2-morpholin-4-ylethyl)thieno[2,3-d]pyrimidine-2,4(1H,3H)-dione), BrCC1=CC=C(C=C1)C1=C(C=CC=C1)C1=NOC(=N1)C(Cl)(Cl)Cl (3-[4′-(bromomethyl)biphenyl-2-yl]-5-(trichloromethyl)-1,2,4-oxadiazole), C([O-])([O-])=O.[K+].[K+] (potassium carbonate). Solvent: C(C)#N (acetonitrile). Reaction conditions: time 2 hour. The product is C1(CC1)C1=CC2=C(N(C(N(C2=O)CCC2=CC=CC=C2)=O)CC2=CC=C(C=C2)C2=C(C=CC=C2)C2=NOC(N2)=O)S1 (6-cyclopropyl-1-{[2′-(5-oxo-4,5-dihydro-1,2,4-oxadiazol-3-yl)biphenyl-4-yl]methyl}-3-(2-phenylethyl)thieno[2,3-d]pyrimidine-2,4(1H,3H)-dione). The yield is 135.9%. RXN SMILES: [CH:1]1([C:4]2[S:22][C:7]3[NH:8][C:9](=[O:21])[N:10]([CH2:13][CH2:14]N4CCOCC4)[C:11](=[O:12])[C:6]=3[CH:5]=2)[CH2:3][CH2:2]1.Br[CH2:24][C:25]1[CH:30]=[CH:29][C:28]([C:31]2[CH:36]=[CH:35][CH:34]=[CH:33][C:32]=2[C:37]2[N:41]=C(C(Cl)(Cl)Cl)O[N:38]=2)=[CH:27][CH:26]=1.[C:46](=[O:49])([O-])[O-:47].[K+].[K+]>C(#N)C>[CH:1]1([C:4]2[S:22][C:7]3[N:8]([CH2:24][C:25]4[CH:26]=[CH:27][C:28]([C:31]5[CH:36]=[CH:35][CH:34]=[CH:33][C:32]=5[C:37]5[NH:38][C:46](=[O:49])[O:47][N:41]=5)=[CH:29][CH:30]=4)[C:9](=[O:21])[N:10]([CH2:13][CH2:14][C:25]4[CH:30]=[CH:29][CH:28]=[CH:27][CH:26]=4)[C:11](=[O:12])[C:6]=3[CH:5]=2)[CH2:2][CH2:3]1 |f:2.3.4|. Procedure details: A mixture of 6-cyclopropyl-3-(2-morpholin-4-ylethyl)thieno[2,3-d]pyrimidine-2,4(1H,3H)-dione (0.50 g), 3-[4′-(bromomethyl)biphenyl-2-yl]-5-(trichloromethyl)-1,2,4-oxadiazole (0.86 g), potassium carbonate (0.44 g) and acetonitrile (20 mL) was stirred at room temperature for 2 hr. Insoluble material was filtered off, and the filtrate was concentrated. The obtained residue was purified by silica gel column chromatography and dissolved in tetrahydrofuran (4 ml) and methanol (4 mL). 1N Aqueous sodium... The reactants are C1(=CC=C(C=C1)C1=NSC=C1C(=O)O)C (3-(p-Tolyl)-4-isothiazolecarboxylic acid), B(F)(F)F.CCOCC (boron trifluoride etherate). Run in C(C)O (ethanol). Product: C1(=CC=C(C=C1)C1=NSC=C1C(=O)OCC)C (Ethyl 3-(p-Tolyl)-4-Isothiazolecarboxylate). Yield: 89.7%. RXN SMILES: [C:1]1([CH3:15])[CH:6]=[CH:5][C:4]([C:7]2[C:11]([C:12]([OH:14])=[O:13])=[CH:10][S:9][N:8]=2)=[CH:3][CH:2]=1.B(F)(F)F.[CH3:20][CH2:21]OCC>C(O)C>[C:1]1([CH3:15])[CH:2]=[CH:3][C:4]([C:7]2[C:11]([C:12]([O:14][CH2:20][CH3:21])=[O:13])=[CH:10][S:9][N:8]=2)=[CH:5][CH:6]=1 |f:1.2|. Procedure: 3-(p-Tolyl)-4-isothiazolecarboxylic acid (1.5 g, 0.0068 mol), 20 ml of absolute ethanol, and boron trifluoride etherate (4.3 ml, 0.034 mol) were heated at reflux for 24 hours. Volatile materials were removed under reduced pressure. Water (25 ml) was added and the material extracted four times with ether. The ether was back-extracted with 5% NaHCO3, dried (CaSO4) and concentrated under reduced pressure to yield 1.51 g (0.0061 mol, 89.9%) of oil, nD25 =1.5671. The reactants are C(C=C)(=O)OC (Methyl acrilate), C(C)(C)NC(C)C (diisopropylamine). Solvent: CO (methanol). Conditions: time 24 hour. The product is C(C)(C)N(C(C)C)CCC(=O)OC (methyl 3-(N,N-diisopropylamino)propionate). Yield: 99780.8%. As a reaction SMILES: [C:1]([O:5][CH3:6])(=[O:4])[CH:2]=[CH2:3].[CH:7]([NH:10][CH:11]([CH3:13])[CH3:12])([CH3:9])[CH3:8]>CO>[CH:7]([N:10]([CH2:3][CH2:2][C:1]([O:5][CH3:6])=[O:4])[CH:11]([CH3:13])[CH3:12])([CH3:9])[CH3:8]. Procedure details: A! Methyl acrilate (89 ml, 0.988 mmole) was slowly dropped into a solution of diisopropylamine (27.7 ml, 0.198 mmole) in methanol (300 ml) at -10° C. The reaction mixture was brought to room temperature and stirred for 24 hours, then the solvent and the methyl acrilate in excess were evaporated off thus obtaining 37 g of crude methyl 3-(N,N-diisopropylamino)propionate (quantitative yield) which was directly employed in the next step. Product: [O-][N+](=Cc1ccc(-c2ncco2)cc1)c1ccccc1. The reactants are CCO, ONc1ccccc1, O=Cc1ccc(-c2ncco2)cc1. As a reaction SMILES: [CH3:22][CH2:23][OH:24].[c:14]1([NH:20][OH:21])[cH:15][cH:16][cH:17][cH:18][cH:19]1.[o:1]1[c:2](-[c:6]2[cH:7][cH:8][c:9]([CH:10]=[O:11])[cH:12][cH:13]2)[n:3][cH:4][cH:5]1>>[o:1]1[c:2](-[c:6]2[cH:7][cH:8][c:9]([CH:10]=[N+:20]([c:14]3[cH:15][cH:16][cH:17][cH:18][cH:19]3)[O-:21])[cH:12][cH:13]2)[n:3][cH:4][cH:5]1. Starting materials: CN, CO, CC(C)(C)OC(=O)N1CC(N2C(=O)c3ccccc3C2=O)C1. The product is CC(C)(C)OC(=O)N1CC(N)C1. As a reaction SMILES: [CH3:23][NH2:24].[CH3:25][OH:26].[O:1]=[C:2]1[N:3]([CH:12]2[CH2:13][N:14]([C:16](=[O:17])[O:18][C:19]([CH3:20])([CH3:21])[CH3:22])[CH2:15]2)[C:10](=[O:11])[c:5]2[c:4]1[cH:9][cH:8][cH:7][cH:6]2>>[NH2:3][CH:12]1[CH2:13][N:14]([C:16](=[O:17])[O:18][C:19]([CH3:20])([CH3:21])[CH3:22])[CH2:15]1. The product is BrC=1C(=CC(=C(CN2CCC3(CN(C(O3)=O)C3=CC=C(C(=O)OC)C=C3)CC2)C1)Cl)Cl (methyl 4-[8-(5-bromo-2,4-dichlorobenzyl)-2-oxo-1-oxa-3,8-diazaspiro[4.5]dec-3-yl]benzoate), solid. Reaction SMILES: Cl.[O:2]=[C:3]1[N:7]([C:8]2[CH:17]=[CH:16][C:11]([C:12]([O:14][CH3:15])=[O:13])=[CH:10][CH:9]=2)[CH2:6][C:5]2([CH2:22][CH2:21][NH:20][CH2:19][CH2:18]2)[O:4]1.[Br:23][C:24]1[CH:29]=[C:28]([CH2:30]Br)[C:27]([Cl:32])=[CH:26][C:25]=1[Cl:33]>>[Br:23][C:24]1[C:25]([Cl:33])=[CH:26][C:27]([Cl:32])=[C:28]([CH:29]=1)[CH2:30][N:20]1[CH2:21][CH2:22][C:5]2([O:4][C:3](=[O:2])[N:7]([C:8]3[CH:17]=[CH:16][C:11]([C:12]([O:14][CH3:15])=[O:13])=[CH:10][CH:9]=3)[CH2:6]2)[CH2:18][CH2:19]1 |f:0.1|. Starting materials: Cl.O=C1OC2(CN1C1=CC=C(C(=O)OC)C=C1)CCNCC2 (methyl 4-(2-oxo-1-oxa-3,8-diazaspiro[4.5]dec-3-yl)benzoate hydrochloride salt), BrC1=C(C=C(C(=C1)CBr)Cl)Cl (1-bromo-5-(bromomethyl)-2,4-dichlorobenzene). Reported procedure: The title compound was prepared methyl 4-(2-oxo-1-oxa-3,8-diazaspiro[4.5]dec-3-yl)benzoate hydrochloride salt (80 mg, 0.245 mmol; Example 1, Step 2) and 1-bromo-5-(bromomethyl)-2,4-dichlorobenzene (86 mg, 0.269 mmol) following essentially the same procedure described in Step 1 of Example 7-9. The title compound was obtained as an off-white solid (129 mg) and was used without further purification.